Dataset: the Open Reaction Database (ORD), a public repository of structured organic reaction records. Task: describe an organic reaction: reactants, conditions, products, and yield Starting materials: ClC=1C=CC2=C(N(C(N2)=O)CCN2CCCCC2)C1 (6-chloro-1,3-dihydro-1-(2-piperidinoethyl)-2H-benzimidazol-2-one), Cl (hydrochloric acid). The solvent is C(C)O (ethanol). Run at time 4 hour. The product is Cl.ClC=1C=CC2=C(N(C(N2)=O)CCN2CCCCC2)C1 (6-chloro-1,3-dihydro-1-(2-piperidinoethyl)-2H-benzimidazol-2-one hydrochloride). Reaction SMILES: [Cl:1][C:2]1[CH:3]=[CH:4][C:5]2[NH:9][C:8](=[O:10])[N:7]([CH2:11][CH2:12][N:13]3[CH2:18][CH2:17][CH2:16][CH2:15][CH2:14]3)[C:6]=2[CH:19]=1.Cl>C(O)C>[ClH:1].[Cl:1][C:2]1[CH:3]=[CH:4][C:5]2[NH:9][C:8](=[O:10])[N:7]([CH2:11][CH2:12][N:13]3[CH2:14][CH2:15][CH2:16][CH2:17][CH2:18]3)[C:6]=2[CH:19]=1 |f:3.4|. Procedure details: To a solution of 6-chloro-1,3-dihydro-1-(2-piperidinoethyl)-2H-benzimidazol-2-one in ethanol (30 ml) was added concentrated hydrochloric acid (330 μl ) and the mixture was allowed to stand for 4 hours. The separating crystals were collected by suction and dried at 60° C. under reduced pressure to give 1.05 g of 6-chloro-1,3-dihydro-1-(2-piperidinoethyl)-2H-benzimidazol-2-one hydrochloride. Reactants: CCOC(=O)c1csc(C#Cc2cc(OC)c(OC)c(OC)c2)n1, CO, Cl, [Na+], [OH-]. Yields the product COc1cc(C#Cc2nc(C(=O)O)cs2)cc(OC)c1OC. As a reaction SMILES: [CH3:1][O:2][c:3]1[cH:4][c:5]([C:13]#[C:14][c:15]2[s:16][cH:17][c:18]([C:20](=[O:21])[O:22][CH2:23][CH3:24])[n:19]2)[cH:6][c:7]([O:11][CH3:12])[c:8]1[O:9][CH3:10].[CH3:28][OH:29].[ClH:27].[Na+:26].[OH-:25]>>[CH3:1][O:2][c:3]1[cH:4][c:5]([C:13]#[C:14][c:15]2[s:16][cH:17][c:18]([C:20](=[O:21])[OH:22])[n:19]2)[cH:6][c:7]([O:11][CH3:12])[c:8]1[O:9][CH3:10].